This data is from the Open Reaction Database (ORD), a public repository of structured organic reaction records. The task is: describe an organic reaction: reactants, conditions, products, and yield The reactants are C(C1=CC=CC=C1)(=O)OC1=CC(=C(C=C1)OCC(NCCCCCCCCCCCC)=O)[N+](=O)[O-] (1-benzoyloxy-3-nitro-4-(dodecylcarbamoylmethoxy)benzene), [OH-].[Na+] (sodium hydroxide), ice water, Cl (hydrochloric acid). The solvent is CO (methanol). Product: [N+](=O)([O-])C=1C=C(C=CC1OCC(NCCCCCCCCCCCC)=O)O (3-nitro-4-(dodecylcarbamoylmethoxy)phenol). Reaction SMILES: C([O:9][C:10]1[CH:15]=[CH:14][C:13]([O:16][CH2:17][C:18](=[O:32])[NH:19][CH2:20][CH2:21][CH2:22][CH2:23][CH2:24][CH2:25][CH2:26][CH2:27][CH2:28][CH2:29][CH2:30][CH3:31])=[C:12]([N+:33]([O-:35])=[O:34])[CH:11]=1)(=O)C1C=CC=CC=1.[OH-].[Na+].Cl>CO>[N+:33]([C:12]1[CH:11]=[C:10]([OH:9])[CH:15]=[CH:14][C:13]=1[O:16][CH2:17][C:18](=[O:32])[NH:19][CH2:20][CH2:21][CH2:22][CH2:23][CH2:24][CH2:25][CH2:26][CH2:27][CH2:28][CH2:29][CH2:30][CH3:31])([O-:35])=[O:34] |f:1.2|. Procedure details: In 1 liter of methanol were suspended 275 g of 1-benzoyloxy-3-nitro-4-(dodecylcarbamoylmethoxy)benzene and 50 g of sodium hydroxide were added to the suspension at room temperature under stirring. After stirring for 30 minutes, the reaction solution was poured into 3 liters of ice water to which 150 ml of concentrated hydrochloric acid had been added. Extraction with 3 liters of ethyl acetate was effected and the ethyl acetate layer was washed three times with 3 liters of 5% aqueous sodium bicar...